Dataset: the Open Reaction Database (ORD), a public repository of structured organic reaction records. Task: describe an organic reaction: reactants, conditions, products, and yield Starting materials: NC=1C(=NC2=CC=C(C=C2N1)Cl)Cl (3-amino-2,6-dichloroquinoxaline), C[O-].[Na+] (sodium methoxide). The solvent is O1CCCC1 (tetrahydrofuran), CO (methanol). Reaction conditions: time 90 minute. The product is NC=1C(=NC2=CC=C(C=C2N1)Cl)OC (3-Amino-6-chloro-2-methoxyquinoxaline). The yield is 95.9%. Reaction SMILES: [NH2:1][C:2]1[C:3](Cl)=[N:4][C:5]2[C:10]([N:11]=1)=[CH:9][C:8]([Cl:12])=[CH:7][CH:6]=2.[CH3:14][O-:15].[Na+]>O1CCCC1.CO>[NH2:1][C:2]1[C:3]([O:15][CH3:14])=[N:4][C:5]2[C:10]([N:11]=1)=[CH:9][C:8]([Cl:12])=[CH:7][CH:6]=2 |f:1.2|. Procedure details: To 3-amino-2,6-dichloroquinoxaline (1.30 g, 6.07 mmol) dissolved in tetrahydrofuran (60 ml), 25 wt % sodium methoxide (13.1 g, 60.7 mmol) in methanol was added at room temperature and stirred further at room temperature for 90 minutes. The resulting mixture was concentrated under the reduced pressure to remove the solvent. The product was extracted with dichloromethane and the organic layer was washed with water and dried over MgSO4. After concentration under the reduced pressure, the crude prod... Starting materials: N1=CC=C(C=C1)\C=C/C1=CC=C(C(=O)OC)C=C1 (methyl 4-[(Z)-2-(4-pyridyl)vinyl]benzoate). Reagents/catalysts: [Pd] (palladium on carbon). Solvent: CO (methanol). Run at time 4 hour. Yields the product N1=CC=C(C=C1)CCC1=CC=C(C(=O)OC)C=C1 (methyl 4-[2-(4-pyridyl)ethyl]benzoate). Yield: 93.8%. As a reaction SMILES: [N:1]1[CH:6]=[CH:5][C:4](/[CH:7]=[CH:8]\[C:9]2[CH:18]=[CH:17][C:12]([C:13]([O:15][CH3:16])=[O:14])=[CH:11][CH:10]=2)=[CH:3][CH:2]=1>CO.[Pd]>[N:1]1[CH:6]=[CH:5][C:4]([CH2:7][CH2:8][C:9]2[CH:18]=[CH:17][C:12]([C:13]([O:15][CH3:16])=[O:14])=[CH:11][CH:10]=2)=[CH:3][CH:2]=1. Procedure: To a solution of methyl 4-[(Z)-2-(4-pyridyl)vinyl]benzoate (570 mg) in methanol (5.7 ml) was added 10% palladium on carbon, and the mixture was stirred for 4 hours at ambient temperature under hydrogen atmosphere. Insoluble material was filtered off, and the filtrate was concentrated in vacuo. The residue was crystallized with n-hexane to give methyl 4-[2-(4-pyridyl)ethyl]benzoate (539 mg). Reactants: O=C([O-])O, CC(C)(C)C(O)Cn1ccc(C(F)(F)F)n1, O=C(Cl)Oc1ccc([N+](=O)[O-])cc1, ClCCCl, [Na+], c1ccncc1. Yields the product CC(C)(C)C(Cn1ccc(C(F)(F)F)n1)OC(=O)Oc1ccc([N+](=O)[O-])cc1. Reaction SMILES: [C:36](=[O:37])([OH:38])[O-:39].[CH3:1][C:2]([CH:3]([CH2:4][n:5]1[n:6][c:7]([C:10]([F:11])([F:12])[F:13])[cH:8][cH:9]1)[OH:14])([CH3:15])[CH3:16].[Cl:17][C:18](=[O:19])[O:20][c:21]1[cH:22][cH:23][c:24]([N+:27](=[O:28])[O-:29])[cH:25][cH:26]1.[Cl:41][CH2:42][CH2:43][Cl:44].[Na+:40].[cH:30]1[cH:31][cH:32][n:33][cH:34][cH:35]1>>[CH3:1][C:2]([CH:3]([CH2:4][n:5]1[n:6][c:7]([C:10]([F:11])([F:12])[F:13])[cH:8][cH:9]1)[O:14][C:18](=[O:19])[O:20][c:21]1[cH:22][cH:23][c:24]([N+:27](=[O:28])[O-:29])[cH:25][cH:26]1)([CH3:15])[CH3:16]. Reaction SMILES: [CH2:1]([CH3:2])[O:3][C:4](=[O:5])[CH:6]([CH2:7][CH2:8][CH3:9])[NH:10][CH:11]([C:12](=[O:13])[N:14]1[CH:15]2[CH2:16][CH2:17][CH:18]([CH:19]1[C:20]([NH2:21])=[O:22])[CH2:23][CH2:24]2)[CH3:25].[ClH:26].[Na+:28].[OH-:27]>>[O:3]=[C:4]([OH:5])[CH:6]([CH2:7][CH2:8][CH3:9])[NH:10][CH:11]([C:12](=[O:13])[N:14]1[CH:15]2[CH2:16][CH2:17][CH:18]([CH:19]1[C:20]([NH2:21])=[O:22])[CH2:23][CH2:24]2)[CH3:25]. Yields the product CCCC(NC(C)C(=O)N1C2CCC(CC2)C1C(N)=O)C(=O)O. Reactants: CCCC(NC(C)C(=O)N1C2CCC(CC2)C1C(N)=O)C(=O)OCC, Cl, [Na+], [OH-]. Reactants: O=C(Cl)OCCc1ccccc1, CCCCCCCC(O)CCC(=O)OCC=C(C)CCC=C(C)C, c1ccncc1. The product is CCCCCCCC(CCC(=O)OCC=C(C)CCC=C(C)C)OC(=O)OCCc1ccccc1. RXN SMILES: [CH2:25]([CH2:26][c:27]1[cH:28][cH:29][cH:30][cH:31][cH:32]1)[O:33][C:34](=[O:35])[Cl:36].[CH3:1][C:2](=[CH:3][CH2:4][O:5][C:6]([CH2:7][CH2:8][CH:9]([CH2:10][CH2:11][CH2:12][CH2:13][CH2:14][CH2:15][CH3:16])[OH:17])=[O:18])[CH2:19][CH2:20][CH:21]=[C:22]([CH3:23])[CH3:24].[cH:37]1[cH:38][cH:39][n:40][cH:41][cH:42]1>>[CH3:1][C:2](=[CH:3][CH2:4][O:5][C:6]([CH2:7][CH2:8][CH:9]([CH2:10][CH2:11][CH2:12][CH2:13][CH2:14][CH2:15][CH3:16])[O:17][C:34]([O:33][CH2:25][CH2:26][c:27]1[cH:28][cH:29][cH:30][cH:31][cH:32]1)=[O:35])=[O:18])[CH2:19][CH2:20][CH:21]=[C:22]([CH3:23])[CH3:24]. Reactants: C1(=CC=CC=C1)C(=O)OCOC(=O)C1=CC=CC=C1 (C6H5COOCH2OCOC6H5), [Si](C)(C)(C)Cl (Me3SiCl), [Al+3].[Cl-].[Cl-].[Cl-] (AlCl3). Run in C(Cl)(Cl)(Cl)Cl (CCl4). Product: C1(=CC=CC=C1)C(=O)OCCl (C6H5COOCH2Cl). Isolated yield 35.0%. Reaction SMILES: [C:1]1([C:7]([O:9][CH2:10]OC(C2C=CC=CC=2)=O)=[O:8])[CH:6]=[CH:5][CH:4]=[CH:3][CH:2]=1.[Si]([Cl:24])(C)(C)C.[Al+3].[Cl-].[Cl-].[Cl-]>C(Cl)(Cl)(Cl)Cl>[C:1]1([C:7]([O:9][CH2:10][Cl:24])=[O:8])[CH:6]=[CH:5][CH:4]=[CH:3][CH:2]=1 |f:2.3.4.5|. Procedure details: 1-acetoxy-1-bromoacetone was extremely difficult or impossible to make by the standard preparation of 1-acyloxyalkyl bromide compounds, since the standard route would require preparation of pure anhydrous pyruvaldehyde, CH3COCHO, to be reacted with acetyl bromide. Anhydrous pyruvaldehyde is extremely hygroscopic, unstable, and prone to polymerization. All the above preparations of 1-acyloxyalkyl halides carried out with trimethylsilyl bromide and a catalytic quantity of anhydrous zinc chloride a... Reactants: C(C)(=O)OCC (ethyl acetate), BrC=1C=C2C(=NC1)NC=C2 (5-bromo-1H-pyrrolo[2,3-b]pyridine), [H-].[Na+] (NaH), C1(=CC=CC=C1)S(=O)(=O)Cl (Phenylsulfonyl chloride). Run in hexanes, C1CCOC1 (THF). Conditions: time 30 minute. Product: BrC=1C=C2C(=NC1)N(C=C2)S(=O)(=O)C2=CC=CC=C2 (5-Bromo-1-(phenylsulfonyl)-1H-pyrrolo[2,3-b]pyridine). Yield: 76.0%. RXN SMILES: [Br:1][C:2]1[CH:3]=[C:4]2[CH:10]=[CH:9][NH:8][C:5]2=[N:6][CH:7]=1.[H-].[Na+].[C:13]1([S:19](Cl)(=[O:21])=[O:20])[CH:18]=[CH:17][CH:16]=[CH:15][CH:14]=1.C(OCC)(=O)C>C1COCC1>[Br:1][C:2]1[CH:3]=[C:4]2[CH:10]=[CH:9][N:8]([S:19]([C:13]3[CH:18]=[CH:17][CH:16]=[CH:15][CH:14]=3)(=[O:21])=[O:20])[C:5]2=[N:6][CH:7]=1 |f:1.2|. Procedure details: To a well stirred solution of 5-bromo-1H-pyrrolo[2,3-b]pyridine (10.0 g, 50.7 mmol) in dry THF (100 mL) was added NaH (60% oil suspension; 3.0 g, 75 mmol) at 0° C. and stirred for 30 min. Phenylsulfonyl chloride (10.7 g, 60 mmol) was added slowly and the mixture was stirred at ambient temperature for 16 h (TLC monitoring: 60% ethyl acetate in hexanes). Solvent was removed under reduced pressure, water (25 mL) was added to the residue, and the mixture was extracted with dichloromethane (3×100 mL)...